From a dataset of the Open Reaction Database (ORD), a public repository of structured organic reaction records. describe an organic reaction: reactants, conditions, products, and yield Product: C=Cc1nc(OCC)n(Cc2ccc(-c3ccccc3C(=O)OC(C)(C)C)cc2F)c1C=O. RXN SMILES: [C:1]([CH3:2])([CH3:3])([CH3:4])[O:5][C:6](=[O:7])[c:8]1[c:9](-[c:14]2[cH:15][c:16]([F:32])[c:17]([CH2:20][n:21]3[c:22]([O:29][CH2:30][CH3:31])[n:23][c:24]([Br:28])[c:25]3[CH:26]=[O:27])[cH:18][cH:19]2)[cH:10][cH:11][cH:12][cH:13]1.[C:58](=[O:59])([O-:60])[O-:61].[CH3:33][O:34][CH2:35][CH2:36][O:37][CH3:38].[CH3:64][CH2:65][O:66][C:67]([CH3:68])=[O:69].[CH:46]([B:47]1[O:48][B:49]([CH:50]=[CH2:51])[O:52][B:53]([CH:54]=[CH2:55])[O:56]1)=[CH2:57].[K+:62].[K+:63].[OH2:39].[cH:70]1[cH:71][cH:72][c:73]([P:74]([Pd:75]([P:76]([c:77]2[cH:78][cH:79][cH:80][cH:81][cH:82]2)([c:83]2[cH:84][cH:85][cH:86][cH:87][cH:88]2)[c:89]2[cH:90][cH:91][cH:92][cH:93][cH:94]2)([P:95]([c:96]2[cH:97][cH:98][cH:99][cH:100][cH:101]2)([c:102]2[cH:103][cH:104][cH:105][cH:106][cH:107]2)[c:108]2[cH:109][cH:110][cH:111][cH:112][cH:113]2)[P:114]([c:115]2[cH:116][cH:117][cH:118][cH:119][cH:120]2)([c:121]2[cH:122][cH:123][cH:124][cH:125][cH:126]2)[c:127]2[cH:128][cH:129][cH:130][cH:131][cH:132]2)([c:133]2[cH:134][cH:135][cH:136][cH:137][cH:138]2)[c:139]2[cH:140][cH:141][cH:142][cH:143][cH:144]2)[cH:145][cH:146]1.[n:40]1[cH:41][cH:42][cH:43][cH:44][cH:45]1>>[C:1]([CH3:2])([CH3:3])([CH3:4])[O:5][C:6](=[O:7])[c:8]1[c:9](-[c:14]2[cH:15][c:16]([F:32])[c:17]([CH2:20][n:21]3[c:22]([O:29][CH2:30][CH3:31])[n:23][c:24]([CH:35]=[CH2:36])[c:25]3[CH:26]=[O:27])[cH:18][cH:19]2)[cH:10][cH:11][cH:12][cH:13]1. Starting materials: CCOc1nc(Br)c(C=O)n1Cc1ccc(-c2ccccc2C(=O)OC(C)(C)C)cc1F, O=C([O-])[O-], COCCOC, CCOC(C)=O, C=CB1OB(C=C)OB(C=C)O1, [K+], [K+], O, c1ccc(P(c2ccccc2)(c2ccccc2)[Pd](P(c2ccccc2)(c2ccccc2)c2ccccc2)(P(c2ccccc2)(c2ccccc2)c2ccccc2)P(c2ccccc2)(c2ccccc2)c2ccccc2)cc1, c1ccncc1. The reactants are COC(=O)C1(NC(=O)c2cc(C(C)(C)C)cc3c2CCC3(C)C)Cc2ccccc2C1, CCO, [K+], [OH-], O. The product is CC(C)(C)c1cc(C(=O)NC2(C(=O)O)Cc3ccccc3C2)c2c(c1)C(C)(C)CC2. As a reaction SMILES: [CH3:1][O:2][C:3](=[O:4])[C:5]1([NH:14][C:15](=[O:16])[c:17]2[c:18]3[c:22]([cH:23][c:24]([C:26]([CH3:27])([CH3:28])[CH3:29])[cH:25]2)[C:21]([CH3:30])([CH3:31])[CH2:20][CH2:19]3)[CH2:6][c:7]2[cH:8][cH:9][cH:10][cH:11][c:12]2[CH2:13]1.[CH3:35][CH2:36][OH:37].[K+:33].[OH-:32].[OH2:34]>>[O:2]=[C:3]([OH:4])[C:5]1([NH:14][C:15](=[O:16])[c:17]2[c:18]3[c:22]([cH:23][c:24]([C:26]([CH3:27])([CH3:28])[CH3:29])[cH:25]2)[C:21]([CH3:30])([CH3:31])[CH2:20][CH2:19]3)[CH2:6][c:7]2[cH:8][cH:9][cH:10][cH:11][c:12]2[CH2:13]1. The reactants are O=C1OC=CC=C1C(=O)OC (methyl 2-oxo-2H-pyran-3-carboxylate), FC1=CC=C(CN)C=C1 (4-fluorobenzylamine), CCN=C=NCCCN(C)C (EDCI). The reagents and catalysts are CN(C)C=1C=CN=CC1 (DMAP). The solvent is CN(C)C=O (DMF). Run at time 3 hour. Product: C(C1=CC=CC=C1)N1C(C(=CC=C1)C(=O)OC)=O (Methyl 1-benzyl-2-oxo-1,2-dihydropyridine-3-carboxylate). Isolated yield 79.1%. Reaction SMILES: O=[C:2]1[C:7]([C:8]([O:10][CH3:11])=[O:9])=[CH:6][CH:5]=[CH:4][O:3]1.F[C:13]1[CH:20]=[CH:19][C:16]([CH2:17][NH2:18])=[CH:15][CH:14]=1.CCN=C=NCCCN(C)C>CN(C=O)C.CN(C1C=CN=CC=1)C>[CH2:17]([N:18]1[CH:4]=[CH:5][CH:6]=[C:7]([C:8]([O:10][CH3:11])=[O:9])[C:2]1=[O:3])[C:16]1[CH:19]=[CH:20][CH:13]=[CH:14][CH:15]=1. Procedure details: A heterogeneous mixture of methyl 2-oxo-2H-pyran-3-carboxylate (Aldrich, 2.0 g, 13 mmol, 1.0 eq) and 4-fluorobenzylamine (1.5 mL, 13 mmol, 1.0 eq) in DMF (10 ml) were stirred at room temperature for 3 h. The reaction mixture was treated with EDCI (3.4 g, 18 mmol, 1.4 eq) and DMAP (0.11 g, 9.91 mmol, 0.07 eq) at room temperature and the resulting solution was stirred for 12 h. The reaction mixture was quenched with 1N aqueous HCl and the solution was extracted with ethyl acetate (4×50 mL). The co... Reactants: trifluoro acetate, BrC1=C(C=CC2=CC=CC=C12)CO (1-Bromo-2-hydroxymethyl naphthalene), II (Iodine). Solvent: C(Cl)(Cl)(Cl)Cl (CCl4). Yields the product BrC1=C(C(=CC2=CC=CC=C12)I)CO (1-Bromo-3-Iodo-2-hydroxymethyl naphthalene). The yield is 26.1%. RXN SMILES: [Br:1][C:2]1[C:11]2[C:6](=[CH:7][CH:8]=[CH:9][CH:10]=2)[CH:5]=[CH:4][C:3]=1[CH2:12][OH:13].[I:14]I>C(Cl)(Cl)(Cl)Cl>[Br:1][C:2]1[C:11]2[C:6](=[CH:7][CH:8]=[CH:9][CH:10]=2)[CH:5]=[C:4]([I:14])[C:3]=1[CH2:12][OH:13]. Procedure details: A suspension of thalium trifluoro acetate (1.37 g, 2.53 mmole) in anhydrous CCl4 containing 24 (0.5 g, 2.1095 mmole) was refluxed under argon. Iodine (0.535 g, 2.1095 mmole) was added dropwise in a solution of CCl4 (10 ml). The mixture was refluxed for another 60 min. The reaction was cooled and quenched with 10% solution of sodium thiosulfate and then extracted with 3×50 ml of methylene chloride. The combined methylene chloride fractions were thoroughly washed several times with H2O, brine, dri...